Task: describe an organic reaction: reactants, conditions, products, and yield. Dataset: the Open Reaction Database (ORD), a public repository of structured organic reaction records Starting materials: COCCOCCOC, [K+], NN, [OH-], O, Cc1cc(-n2nc3ccc(Cl)cc3[n+]2[O-])c(O)c(C(C)(C)C)c1. Yields the product Cc1cc(-n2nc3ccc(Cl)cc3n2)c(O)c(C(C)(C)C)c1. RXN SMILES: [CH3:29][O:30][CH2:31][CH2:32][O:33][CH2:34][CH2:35][O:36][CH3:37].[K+:2].[NH2:27][NH2:28].[OH-:1].[OH2:26].[OH:3][c:4]1[c:5](-[n:15]2[n:16][c:17]3[c:18]([n+:19]2[O-:20])[cH:21][c:22]([Cl:25])[cH:23][cH:24]3)[cH:6][c:7]([CH3:14])[cH:8][c:9]1[C:10]([CH3:11])([CH3:12])[CH3:13]>>[OH:3][c:4]1[c:5](-[n:15]2[n:16][c:17]3[c:18]([n:19]2)[cH:21][c:22]([Cl:25])[cH:23][cH:24]3)[cH:6][c:7]([CH3:14])[cH:8][c:9]1[C:10]([CH3:11])([CH3:12])[CH3:13]. Reactants: ClC1=CC(=C(C=C1)NC(C)=O)S(=O)(=O)CC#N (N-(4-Chloro-2-cyanomethylsulfonylphenyl)acetamide), C (charcoal). Run in [OH-].[Na+] (NaOH). Reaction conditions: temperature 0 celsius. Yields the product ClC1=CC2=C(NC(=C(S2(=O)=O)C#N)C)C=C1 (7-Chloro-3-methyl-4H-1,4-benzothiazine-2-carbonitrile 1,1-dioxide). Isolated yield 96.8%. RXN SMILES: [Cl:1][C:2]1[CH:7]=[CH:6][C:5]([NH:8][C:9](=O)[CH3:10])=[C:4]([S:12]([CH2:15][C:16]#[N:17])(=[O:14])=[O:13])[CH:3]=1.C>[OH-].[Na+]>[Cl:1][C:2]1[CH:7]=[CH:6][C:5]2[NH:8][C:9]([CH3:10])=[C:15]([C:16]#[N:17])[S:12](=[O:14])(=[O:13])[C:4]=2[CH:3]=1 |f:2.3|. Procedure: N-(4-Chloro-2-cyanomethylsulfonylphenyl)acetamide (0.73 g) was added at room temperature to 0.5 M aqueous NaOH (10 ml) to form a yellow solution. After 45 min 0.1 g of charcoal was added and the mixture was filtered through celite. The filtrate was cooled to 0° C. and 1 M HCl (7.5 ml) was added. After 30 min the precipitate was collected by filtration and dried to give 0.66 g of the title compound. Recrystallization from methanol gave pale crystals. Yield 0.45 g (66%); mp 297-299° C.; 1H-NMR(CD3...